From a dataset of the Open Reaction Database (ORD), a public repository of structured organic reaction records. describe an organic reaction: reactants, conditions, products, and yield The reactants are ClC=1C(=C(C#N)C=C(C1)N1CCOCC1)F (3-Chloro-2-fluoro-5-morpholin-4-yl-benzonitrile), B.C1CCOC1 (BH3-THF). Solvent: C1CCOC1 (THF). The product is ClC=1C(=C(CN)C=C(C1)N1CCOCC1)F (3-Chloro-2-fluoro-5-morpholin-4-yl-benzylamine). RXN SMILES: [Cl:1][C:2]1[C:3]([F:16])=[C:4]([CH:7]=[C:8]([N:10]2[CH2:15][CH2:14][O:13][CH2:12][CH2:11]2)[CH:9]=1)[C:5]#[N:6].B.C1COCC1>C1COCC1>[Cl:1][C:2]1[C:3]([F:16])=[C:4]([CH:7]=[C:8]([N:10]2[CH2:15][CH2:14][O:13][CH2:12][CH2:11]2)[CH:9]=1)[CH2:5][NH2:6] |f:1.2|. Procedure details: To a solution of 3-Chloro-2-fluoro-5-morpholin-4-yl-benzonitrile (215 mg, 0.85 mmol) in THF (2 mL) was added dropwise a solution of BH3-THF. The reaction mixture was heated under reflux for several hours, cooled to ambient temperature and quenched carefully by addition of methanol. The solvent was removed in vacuo and the crude product was purified by RP-preparative HPLC (Waters Sunfire, C18-ODB, 5 μm, 30×100 mm, 5-100% CH3CN/H2O/20 min, 100% CH3CN/2 min, CH3CN and H2O containing 0.1% TFA, flow:... Starting materials: COC1CNCC1 (3-methoxy-pyrrolidine), C1(CC1)C1=CC=C(C(=N1)C(=O)NC1=C(C(=O)O)C=CN=C1)NC=1C=NC=NC1 (3-{[6-cyclopropyl-3-(pyrimidin-5-ylamino)-pyridine-2-carbonyl]-amino}-isonicotinic acid). The product is COC1CN(CC1)C(=O)C1=C(C=NC=C1)NC(=O)C1=NC(=CC=C1NC=1C=NC=NC1)C1CC1 (6-Cyclopropyl-3-(pyrimidin-5-ylamino)-pyridine-2-carboxylic acid [4-(3-methoxy-pyrrolidine-1-carbonyl)-pyridin-3-yl]-amide). Isolated yield 18.0%. As a reaction SMILES: [CH3:1][O:2][CH:3]1[CH2:7][CH2:6][NH:5][CH2:4]1.[CH:8]1([C:11]2[N:16]=[C:15]([C:17]([NH:19][C:20]3[CH:28]=[N:27][CH:26]=[CH:25][C:21]=3[C:22](O)=[O:23])=[O:18])[C:14]([NH:29][C:30]3[CH:31]=[N:32][CH:33]=[N:34][CH:35]=3)=[CH:13][CH:12]=2)[CH2:10][CH2:9]1>>[CH3:1][O:2][CH:3]1[CH2:7][CH2:6][N:5]([C:22]([C:21]2[CH:25]=[CH:26][N:27]=[CH:28][C:20]=2[NH:19][C:17]([C:15]2[C:14]([NH:29][C:30]3[CH:31]=[N:32][CH:33]=[N:34][CH:35]=3)=[CH:13][CH:12]=[C:11]([CH:8]3[CH2:10][CH2:9]3)[N:16]=2)=[O:18])=[O:23])[CH2:4]1. Procedure: According to the general method described in step 3 of example 53, reaction of 3-methoxy-pyrrolidine with 3-{[6-cyclopropyl-3-(pyrimidin-5-ylamino)-pyridine-2-carbonyl]-amino}-isonicotinic acid provided the title compound (18%) as off-white powder. Starting materials: CSC(=N)NC#N, CCO, NCCCN1CCC(c2noc3cc(F)ccc23)CC1. The product is N#CNC(=N)NCCCN1CCC(c2noc3cc(F)ccc23)CC1. Reaction SMILES: [C:21](#[N:22])[NH:23][C:24]([S:25][CH3:26])=[NH:27].[CH3:28][CH2:29][OH:30].[NH2:1][CH2:2][CH2:3][CH2:4][N:5]1[CH2:6][CH2:7][CH:8]([c:11]2[n:12][o:13][c:14]3[c:15]2[cH:16][cH:17][c:18]([F:20])[cH:19]3)[CH2:9][CH2:10]1>>[NH:1]([CH2:2][CH2:3][CH2:4][N:5]1[CH2:6][CH2:7][CH:8]([c:11]2[n:12][o:13][c:14]3[c:15]2[cH:16][cH:17][c:18]([F:20])[cH:19]3)[CH2:9][CH2:10]1)[C:24]([NH:23][C:21]#[N:22])=[NH:27]. Reaction SMILES: [CH3:1][O:2][C:3]1[CH:4]=[C:5]([NH2:18])[C:6](=[CH:11][C:12]=1[O:13][CH2:14][CH2:15][CH2:16][Cl:17])[C:7](OC)=[O:8].C([O-])([O-])OC.C([O-])(=O)C.[NH4+:28].[CH3:29]O>O>[CH3:1][O:2][C:3]1[CH:4]=[C:5]2[C:6]([C:7](=[O:8])[NH:28][CH:29]=[N:18]2)=[CH:11][C:12]=1[O:13][CH2:14][CH2:15][CH2:16][Cl:17] |f:2.3|. The reactants are COC=1C=C(C(C(=O)OC)=CC1OCCCCl)N (methyl 4-methoxy-5-(3-chloropropoxy)-anthranilate), CO (methanol), C(OC)([O-])[O-] (methyl orthoformate), C(C)(=O)[O-].[NH4+] (ammonium acetate). Procedure: In a 10 mL volume stainless pressure-resistant vessel equipped with a stirrer and a thermometer were placed 1.0 g (3.7 mmol) of methyl 4-methoxy-5-(3-chloropropoxy)-anthranilate, 0.93 g (8.8 mmol) of methyl orthoformate, 0.67 g (8.8 mmol) of ammonium acetate, and 5 mL of methanol. The vessel was closed, and the reaction was carried out at 90-95° C. for 8 hours. After the reaction was complete, 50 mL of water was added to the reaction mixture. The aqueous reaction mixture was stirred at 25° C. fo... Conditions: temperature 25 celsius, time 8 hour. Yield: 91.0%. Product: COC1=C(C=C2C(NC=NC2=C1)=O)OCCCCl (7-methoxy-6-(3-chloropropoxy)quinazolin-4-one). The solvent is O (water).